Dataset: the Open Reaction Database (ORD), a public repository of structured organic reaction records. Task: describe an organic reaction: reactants, conditions, products, and yield Starting materials: C([O-])([O-])=O.[Cs+].[Cs+] (cesium carbonate), OCC=1C=C(C=C(C1)O)O (5-(hydroxymethyl)-1,3-benzenediol), Cl (hydrochloric acid), ClC1=CC(=C(C#N)C=C1)F (4-chloro-2-fluorobenzonitrile). Solvent: CN(C)C=O (DMF), O (water), C(C)OCC (diethyl ether). Conditions: temperature 120 celsius. Yields the product ClC1=CC(=C(C#N)C=C1)OC1=CC(=CC(=C1)CO)O (4-Chloro-2-[3-hydroxy-5-(hydroxymethyl)phenoxy]benzonitrile). Yield: 9.0%. Reaction SMILES: C(=O)([O-])[O-].[Cs+].[Cs+].[OH:7][CH2:8][C:9]1[CH:10]=[C:11]([OH:16])[CH:12]=[C:13]([OH:15])[CH:14]=1.[Cl:17][C:18]1[CH:25]=[CH:24][C:21]([C:22]#[N:23])=[C:20](F)[CH:19]=1.Cl>CN(C=O)C.C(OCC)C.O>[Cl:17][C:18]1[CH:25]=[CH:24][C:21]([C:22]#[N:23])=[C:20]([O:15][C:13]2[CH:14]=[C:9]([CH2:8][OH:7])[CH:10]=[C:11]([OH:16])[CH:12]=2)[CH:19]=1 |f:0.1.2|. Procedure details: To a stirred solution of cesium carbonate (11.62 g) in dry DMF (70 ml) was added 5-(hydroxymethyl)-1,3-benzenediol (5 g) followed by 4-chloro-2-fluorobenzonitrile (5 g). The mixture was then stirred and heated at 120° C. for 3 h. The cooled mixture was then poured into water (200 ml) and made acidic by the addition of 2M aqueous hydrochloric acid. The products were extracted into ethyl acetate (3×150 ml), and the combined extracts were washed with 10% aqueous potassium carbonate solution (100 ml... Reactants: CO, COC(=O)c1cc(C(C)C)c(OC)cc1OC, [K+], [OH-], O. Product: COc1cc(OC)c(C(C)C)cc1C(=O)O. Reaction SMILES: [CH3:20][OH:21].[CH:3]([CH3:4])([CH3:5])[c:6]1[c:7]([O:18][CH3:19])[cH:8][c:9]([O:16][CH3:17])[c:10]([C:11](=[O:12])[O:13][CH3:14])[cH:15]1.[K+:2].[OH-:1].[OH2:22]>>[CH:3]([CH3:4])([CH3:5])[c:6]1[c:7]([O:18][CH3:19])[cH:8][c:9]([O:16][CH3:17])[c:10]([C:11](=[O:12])[OH:13])[cH:15]1. The reactants are Br, CC(=O)O, COC(=O)c1cnc2ccc(OC)nc2c1. The product is COC(=O)c1cnc2ccc(=O)[nH]c2c1. RXN SMILES: [BrH:17].[CH3:18][C:19](=[O:20])[OH:21].[CH3:1][O:2][c:3]1[n:4][c:5]2[cH:6][c:7]([C:13](=[O:14])[O:15][CH3:16])[cH:8][n:9][c:10]2[cH:11][cH:12]1>>[O:2]=[c:3]1[nH:4][c:5]2[cH:6][c:7]([C:13](=[O:14])[O:15][CH3:16])[cH:8][n:9][c:10]2[cH:11][cH:12]1. The reactants are BrC1=CC=C(C=C1)[N+](=O)[O-] (1-bromo-4-nitro-benzene), C1(CCCCC1)/C=C(/CO)\B1OC(C(O1)(C)C)(C)C ((E)-3-cyclohexyl-2-(4,4,5,5-tetramethyl-[1,3,2]dioxaborolan-2-yl)-prop-2-en-1-ol), [F-].[Cs+] (cesium fluoride). The reagents and catalysts are C1(=CC=CC=C1)P(C1=CC=CC=C1)(C1=CC=CC=C1)[Pd-4](P(C1=CC=CC=C1)(C1=CC=CC=C1)C1=CC=CC=C1)(P(C1=CC=CC=C1)(C1=CC=CC=C1)C1=CC=CC=C1)P(C1=CC=CC=C1)(C1=CC=CC=C1)C1=CC=CC=C1 (tetrakis(triphenylphosphino)palladium(0)). Solvent: C(C)(=O)OCC (ethyl acetate), O1CCOCC1 (dioxane). Product: C1(CCCCC1)/C=C(/CO)\C1=CC=C(C=C1)[N+](=O)[O-] ((E)-3-Cyclohexyl-2-(4-nitro-phenyl)-prop-2-en-1-ol). Yield: 68.2%. Reaction SMILES: Br[C:2]1[CH:7]=[CH:6][C:5]([N+:8]([O-:10])=[O:9])=[CH:4][CH:3]=1.[CH:11]1(/[CH:17]=[C:18](\B2OC(C)(C)C(C)(C)O2)/[CH2:19][OH:20])[CH2:16][CH2:15][CH2:14][CH2:13][CH2:12]1.[F-].[Cs+]>O1CCOCC1.C(OCC)(=O)C.C1(P([Pd-4](P(C2C=CC=CC=2)(C2C=CC=CC=2)C2C=CC=CC=2)(P(C2C=CC=CC=2)(C2C=CC=CC=2)C2C=CC=CC=2)P(C2C=CC=CC=2)(C2C=CC=CC=2)C2C=CC=CC=2)(C2C=CC=CC=2)C2C=CC=CC=2)C=CC=CC=1>[CH:11]1(/[CH:17]=[C:18](\[C:2]2[CH:7]=[CH:6][C:5]([N+:8]([O-:10])=[O:9])=[CH:4][CH:3]=2)/[CH2:19][OH:20])[CH2:16][CH2:15][CH2:14][CH2:13][CH2:12]1 |f:2.3|. Procedure details: Add tetrakis(triphenylphosphino)palladium(0) (0.60 g, 0.52 mmol) to a solution of 1-bromo-4-nitro-benzene (0.76 g, 3.76 mmol) and (E)-3-cyclohexyl-2-(4,4,5,5-tetramethyl-[1,3,2]dioxaborolan-2-yl)-prop-2-en-1-ol (1.13 g, 4.24 mmol) in dioxane (20 mL). Add cesium fluoride (1.75 g, 12 mmol) and stir the reaction mixture for 12 h at 80° C. Allow the reaction mixture to cool to r.t. Dilute the reaction mixture with ethyl acetate and wash with water. Separate the layers. Dry the organic phase over sod... The reactants are C1CCOC1, CC#N, O=C(Cl)C(=O)Cl, ClCCl, O=C(O)CC1CCN(Cc2cc(C(F)(F)F)ccc2C(F)(F)F)C(c2ccc(C(F)(F)F)cc2)C1, CN(C)C=O, C[Si](C)(C)C=[N+]=[N-]. Yields the product [N-]=[N+]=CC(=O)CC1CCN(Cc2cc(C(F)(F)F)ccc2C(F)(F)F)C(c2ccc(C(F)(F)F)cc2)C1. As a reaction SMILES: [CH2:57]1[O:58][CH2:59][CH2:60][CH2:61]1.[CH3:62][C:63]#[N:64].[Cl:1][C:2]([C:3]([Cl:4])=[O:5])=[O:6].[Cl:54][CH2:55][Cl:56].[F:7][C:8]([c:9]1[c:10]([CH2:11][N:12]2[CH:13]([c:22]3[cH:23][cH:24][c:25]([C:28]([F:29])([F:30])[F:31])[cH:26][cH:27]3)[CH2:14][CH:15]([CH2:18][C:19](=[O:20])[OH:21])[CH2:16][CH2:17]2)[cH:32][c:33]([C:36]([F:37])([F:38])[F:39])[cH:34][cH:35]1)([F:40])[F:41].[O:42]=[CH:43][N:44]([CH3:45])[CH3:46].[Si:47]([CH3:48])([CH3:49])([CH3:50])[CH:51]=[N+:52]=[N-:53]>>[F:7][C:8]([c:9]1[c:10]([CH2:11][N:12]2[CH:13]([c:22]3[cH:23][cH:24][c:25]([C:28]([F:29])([F:30])[F:31])[cH:26][cH:27]3)[CH2:14][CH:15]([CH2:18][C:19](=[O:21])[CH:51]=[N+:52]=[N-:53])[CH2:16][CH2:17]2)[cH:32][c:33]([C:36]([F:37])([F:38])[F:39])[cH:34][cH:35]1)([F:40])[F:41].